From a dataset of the Open Reaction Database (ORD), a public repository of structured organic reaction records. describe an organic reaction: reactants, conditions, products, and yield Starting materials: C(CC)(=O)O (propanoic acid), C(C)C1=C(C=CC=C1)CC (1,2-diethyl benzene), C1(CCC(=O)O1)=O (succinic anhydride), 59g, polyphosphoric acid, C(C)C=1C=C(C=CC1CC)CCCC(=O)O (4-(3',4'-diethylphenyl) butanoic acid). Conditions: temperature 80 celsius, time 30 minute. Yields the product C(C)C=1C=C2CCCC(C2=CC1CC)=O (6,7-diethyl-1-tetralone). The yield is 89.0%. RXN SMILES: C(O)(=O)CC.C(C1C=CC=CC=1CC)C.C1(=O)OC(=O)CC1.[CH2:23]([C:25]1[CH:26]=[C:27]([CH2:33][CH2:34][CH2:35][C:36]([OH:38])=O)[CH:28]=[CH:29][C:30]=1[CH2:31][CH3:32])[CH3:24]>>[CH2:23]([C:25]1[CH:26]=[C:27]2[C:28](=[CH:29][C:30]=1[CH2:31][CH3:32])[C:36](=[O:38])[CH2:35][CH2:34][CH2:33]2)[CH3:24]. Reported procedure: 3-(3',4'-Diethylenzoyl) propanoic acid (m.p. 93° C, prepared by the acylation of 1,2-diethyl benzene with succinic anhydride) was catalytically reduced to 4-(3',4'-diethylphenyl) butanoic acid (b.p.0.7 143°-147° C). A mixture of this acid (59g; 0.27 mole) and 85% polyphosphoric acid (450g) was warmed to 80° C with stirring for 30 mins. and worked up as in example 8(a) to yield 48.30g (89%) of 6,7-diethyl-1-tetralone, b.p.0.7 118°-122° C. (Found; C, 82.95; H, 9.21; C14H18O requires; C, 83.12;H, 8...